Task: describe an organic reaction: reactants, conditions, products, and yield. Dataset: the Open Reaction Database (ORD), a public repository of structured organic reaction records Yields the product NC1=C(C=CC=C1)NC(CN1CCC(CC1)N1C(NC2=C1C=CC=C2)=O)=O (1-[2-(2-Aminophenyl)amino-2-oxoethyl]-4-(2-oxo-1-benzimidazolinyl)piperidin). Reported procedure: 4 g (10.12 mmol) of 1-[2-(2-nitrophenyl)amino-2-oxoethyl]-4-(2-oxo-1-benzimidazolinyl)piperidine are dissolved in 40 ml of DMF. After addition of 400 mg of 10% Pd/C (Aldrich), the mixture is hydrogenated at 3 bar until reaction is complete (TLC). The catalyst is filtered off and all solvent is stripped off in a high vacuum. The crude product is coevaporated several times with methanol. The crystals obtained are stirred in methanol, filtered off with suction and dried at 30° C. in a high vacuum. Solvent: CN(C)C=O (DMF), CO (methanol). The reagents and catalysts are [Pd] (Pd/C). As a reaction SMILES: [N+:1]([C:4]1[CH:9]=[CH:8][CH:7]=[CH:6][C:5]=1[NH:10][C:11](=[O:29])[CH2:12][N:13]1[CH2:18][CH2:17][CH:16]([N:19]2[C:23]3[CH:24]=[CH:25][CH:26]=[CH:27][C:22]=3[NH:21][C:20]2=[O:28])[CH2:15][CH2:14]1)([O-])=O>CN(C=O)C.CO.[Pd]>[NH2:1][C:4]1[CH:9]=[CH:8][CH:7]=[CH:6][C:5]=1[NH:10][C:11](=[O:29])[CH2:12][N:13]1[CH2:14][CH2:15][CH:16]([N:19]2[C:23]3[CH:24]=[CH:25][CH:26]=[CH:27][C:22]=3[NH:21][C:20]2=[O:28])[CH2:17][CH2:18]1. The reactants are [N+](=O)([O-])C1=C(C=CC=C1)NC(CN1CCC(CC1)N1C(NC2=C1C=CC=C2)=O)=O (1-[2-(2-nitrophenyl)amino-2-oxoethyl]-4-(2-oxo-1-benzimidazolinyl)piperidine). As a reaction SMILES: S([O-])([O-])(=O)=O.[NH4+:6].[NH4+:7].N.[NH4+].[OH-:10].O=[CH:12][C@@H:13]([C@H:15]([C@@H:17]([C@@H:19]([CH2:21][OH:22])O)O)O)O>[O-]S([O-])(=O)=O.[Mn+2].O>[NH2:6][C@H:19]([C:21]([OH:22])=[O:10])[CH2:17][CH2:15][CH2:13][CH2:12][NH2:7] |f:0.1.2,4.5,7.8.9|. The product is N[C@@H](CCCCN)C(=O)O (L-Lysine). Reactants: S(=O)(=O)([O-])[O-].[NH4+].[NH4+] (ammonium sulfate), S(=O)(=O)([O-])[O-].[NH4+].[NH4+] (ammonium sulfate), S(=O)(=O)([O-])[O-].[NH4+].[NH4+] (ammonium sulfate), O=C[C@H](O)[C@@H](O)[C@H](O)[C@H](O)CO (dextrose), O=C[C@H](O)[C@@H](O)[C@H](O)[C@H](O)CO (dextrose), O=C[C@H](O)[C@@H](O)[C@H](O)[C@H](O)CO (dextrose), N (NH3), [NH4+].[OH-] (NH4OH), O=C[C@H](O)[C@@H](O)[C@H](O)[C@H](O)CO (dextrose). Procedure: Production stage medium was composed of 40 g/l (db) corn steep liquor, 20 g/l ammonium sulfate as raffinate, 12.0 mg/l MnSO4—H2O, 0.75 mls/l antifoam and 12 g/l dextrose, sterilized separately as a 250 g/l solution and added just prior to inoculation. Media formulation was based on a 2.1 liter initial volume which includes 500 mls of mature second stage broth as inoculum. Operating parameters were the following: 32° C., 2.1 vvm air, and an initial and control point pH of 7.2. pH control was agai... Conditions: time 48 hour. The reagents and catalysts are [O-]S(=O)(=O)[O-].[Mn+2].O (MnSO4 H2O). Starting materials: C(C=C)OCC=C (allyl ether), COC=1C(=C(C=CC1)Cl)C1=C(C=CC=C1)C (6-chloro-2′-methylbiphenyl-2-yl methyl ether), C([O-])([O-])=O.[K+].[K+] (potassium carbonate), C(C=C)C1=C(C(=C(C=C1)Cl)C1=C(C=CC=C1)Cl)O (3-allyl-6-chloro-2′-chlorobiphenyl-2-ol), Intermediate 9, ClC=1C=C(C(=O)OO)C=CC1 (m-chloroperoxybenzoic acid), C(C=C)C1=C(C(=C(C=C1)Cl)C1=C(C=CC=C1)Cl)O (3-allyl-6-chloro-2′-chlorobiphenyl-2-ol), Br (hydrogen bromide), [H-].[Na+] (sodium hydride), C(C=C)Br (allyl bromide), Intermediate 8. Run in C1(=CC(=CC(=C1)C)C)C (mesitylene). The product is ClC1=C(C=CC=C1)C1=C(C=CC=2CC(OC21)CO)Cl ((±)-[7-(2-chlorophenyl)-6-chloro-2,3-dihydro-1-benzofuran-2-yl]methanol). Isolated yield 74.0%. As a reaction SMILES: C[O:2]C1C(C2C=CC=CC=2C)=C(Cl)C=CC=1.Br.[H-].[Na+].C(Br)C=C.C(OCC=C)C=C.[CH2:31]([C:34]1[CH:39]=[CH:38][C:37]([Cl:40])=[C:36]([C:41]2[CH:46]=[CH:45][CH:44]=[CH:43][C:42]=2[Cl:47])[C:35]=1[OH:48])[CH:32]=[CH2:33].ClC1C=C(C=CC=1)C(OO)=O.C(=O)([O-])[O-].[K+].[K+]>C1(C)C=C(C)C=C(C)C=1>[Cl:47][C:42]1[CH:43]=[CH:44][CH:45]=[CH:46][C:41]=1[C:36]1[C:35]2[O:48][CH:32]([CH2:33][OH:2])[CH2:31][C:34]=2[CH:39]=[CH:38][C:37]=1[Cl:40] |f:2.3,8.9.10|. Reported procedure: Treatment of 1-bromo-2-chlorobenzene (5.0 g, 26.88 mmol) with (2-chloro-6-methyoxyphenyl)boronic acid (15.6 g, 80.64 mol) generally according to the procedure described for Intermediate 37 afforded 5.0 g (73%) of 6-chloro-2′-chlorobiphenyl-2-yl methyl ether. Treatment of 6-chloro-2′-methylbiphenyl-2-yl methyl ether with hydrogen bromide (60 mL, 30 wt. % in acetic acid) generally according to the procedure described for Example 395 afforded a brown oil. The oil was reacted with sodium hydride (1.... The reactants are O=C([O-])[O-], CC(NC(=O)C1CC1c1ccccc1)c1ccc(Cl)nc1, [Cs+], [Cs+], OC1COC1, CN(C)C=O. Yields the product CC(NC(=O)C1CC1c1ccccc1)c1ccc(OC2COC2)nc1. RXN SMILES: [C:27](=[O:28])([O-:29])[O-:30].[Cl:1][c:2]1[cH:3][cH:4][c:5]([CH:8]([CH3:9])[NH:10][C:11](=[O:12])[CH:13]2[CH:14]([c:16]3[cH:17][cH:18][cH:19][cH:20][cH:21]3)[CH2:15]2)[cH:6][n:7]1.[Cs+:31].[Cs+:32].[O:22]1[CH2:23][CH:24]([OH:26])[CH2:25]1.[O:33]=[CH:34][N:35]([CH3:36])[CH3:37]>>[c:2]1([O:26][CH:24]2[CH2:23][O:22][CH2:25]2)[cH:3][cH:4][c:5]([CH:8]([CH3:9])[NH:10][C:11](=[O:12])[CH:13]2[CH:14]([c:16]3[cH:17][cH:18][cH:19][cH:20][cH:21]3)[CH2:15]2)[cH:6][n:7]1. Starting materials: FC(C=1C=C(C=CC1Cl)C1OC(CN1)CC)(F)F (2-(3-trifluoromethyl-4-chlorophenyl)-5-ethyl-1,3-oxazolidine), C(C)(C)N=C=O (isopropyl isocyanate). Solvent: CC(=O)C (acetone). Run at time 8 hour. The product is FC(C=1C=C(C=CC1Cl)C1OC(CN1C(NC(C)C)=O)CC)(F)F (2-(3-Trifluoromethyl-4-chlorophenyl)-3-isopropylcarbamyl-5-ethyl-1,3-oxazolidine). Reaction SMILES: [F:1][C:2]([F:18])([F:17])[C:3]1[CH:4]=[C:5]([CH:10]2[NH:14][CH2:13][CH:12]([CH2:15][CH3:16])[O:11]2)[CH:6]=[CH:7][C:8]=1[Cl:9].[CH:19]([N:22]=[C:23]=[O:24])([CH3:21])[CH3:20]>CC(C)=O>[F:18][C:2]([F:17])([F:1])[C:3]1[CH:4]=[C:5]([CH:10]2[N:14]([C:23](=[O:24])[NH:22][CH:19]([CH3:21])[CH3:20])[CH2:13][CH:12]([CH2:15][CH3:16])[O:11]2)[CH:6]=[CH:7][C:8]=1[Cl:9]. Procedure: Four and six-tenths grams of 2-(3-trifluoromethyl-4-chlorophenyl)-5-ethyl-1,3-oxazolidine was combined with 1.5 g of isopropyl isocyanate in 25 ml of anhydrous acetone and allowed to stand overnight protected form moisture. The mixture was stripped on the rotary evaporator giving a gum. The structure was confirmed by NMR and infrared spectroscopy. Reactants: CC1=CC(=CC(=N1)C=1C=C(C=CC1)B(O)O)C1=CC=C(C=C1)C(F)(F)F (3-[6-methyl-4-(4-trifluoromethyl-phenyl)pyridin-2-yl]-benzeneboronic acid), BrC=1C=C(C=CC1)S(=O)(=O)NOC (3-Bromo-N-methoxy-benzenesulfonamide). Yields the product CONS(=O)(=O)C=1C=C(C=CC1)C1=CC(=CC=C1)C1=NC(=CC(=C1)C1=CC=C(C=C1)C(F)(F)F)C (3′-[6-Methyl-4-(4-trifluoromethyl-phenyl)-pyridin-2-yl]-biphenyl-3-sulfonic acid methoxy-amide), solid. Yield: 43.0%. RXN SMILES: [CH3:1][C:2]1[N:7]=[C:6]([C:8]2[CH:9]=[C:10](B(O)O)[CH:11]=[CH:12][CH:13]=2)[CH:5]=[C:4]([C:17]2[CH:22]=[CH:21][C:20]([C:23]([F:26])([F:25])[F:24])=[CH:19][CH:18]=2)[CH:3]=1.Br[C:28]1[CH:29]=[C:30]([S:34]([NH:37][O:38][CH3:39])(=[O:36])=[O:35])[CH:31]=[CH:32][CH:33]=1>>[CH3:39][O:38][NH:37][S:34]([C:30]1[CH:31]=[C:32]([C:10]2[CH:11]=[CH:12][CH:13]=[C:8]([C:6]3[CH:5]=[C:4]([C:17]4[CH:22]=[CH:21][C:20]([C:23]([F:25])([F:24])[F:26])=[CH:19][CH:18]=4)[CH:3]=[C:2]([CH3:1])[N:7]=3)[CH:9]=2)[CH:33]=[CH:28][CH:29]=1)(=[O:36])=[O:35]. Procedure details: The title compound was prepared from 3-[6-methyl-4-(4-trifluoromethyl-phenyl)pyridin-2-yl]-benzeneboronic acid (example G.9) (0.20 g, 0.56 mmol) and 3-bromo-N-methoxy-benzenesulfonamide (example H.3) (0.149 g, 0.56 mmol) according to the general procedure VI. Obtained as a white solid (0.120 g, 43%). MS (ISP) 499.2 [(M+H)+]; mp 181° C. Reactants: [N+](=O)([O-])C=1C=CC2=C(C(=NCC(N2)=S)C2=C(C=CC=C2)Cl)C1 (1,3-dihydro-7-nitro-5-(o-chlorophenyl)-2H-1,4-benzodiazepine-2-thione), CN(C)CC(=O)NN ((dimethylamino)acetic acid hydrazide). Run in C(CCC)O (n-butyl alcohol). The product is N1C=CN=CC2=C1C=CC=C2 (1,4-benzodiazepine). Reaction SMILES: [N+]([C:4]1[CH:5]=[CH:6][C:7]2[NH:13][C:12](=S)[CH2:11][N:10]=[C:9](C3C=CC=CC=3Cl)[C:8]=2[CH:22]=1)([O-])=O.CN(CC(NN)=O)C>C(O)CCC>[NH:13]1[C:7]2[CH:6]=[CH:5][CH:4]=[CH:22][C:8]=2[CH:9]=[N:10][CH:11]=[CH:12]1. Reported procedure: In the manner given in Example 5, a solution of 1,3-dihydro-7-nitro-5-(o-chlorophenyl)-2H-1,4-benzodiazepine-2-thione in n-butyl alcohol was heated to reflux with (dimethylamino)acetic acid hydrazide to give 8-nitro-1-[(dimethylamino)methyl]-6-(o-chlorophenyl)-4H-s-triazolo-[4,3-a][1,4-benzodiazepine.